Task: describe an organic reaction: reactants, conditions, products, and yield. Dataset: the Open Reaction Database (ORD), a public repository of structured organic reaction records The reactants are N1(CCOCC1)C=1OC(=CC(C1)=O)C1=CC=C(C=C1)O (2-Morpholinyl-6-(4-hydroxyphenyl)-4-pyrone), Cl.N1=C(C=CC=C1)CCl (2-picolyl chloride hydrochloride), sodium hydroxide ice, one, [H-].[Na+] (sodium hydride). Run in CN(C=O)C (dimethylformamide). Run at temperature 55 celsius, time 4 hour. Yields the product N1(CCOCC1)C=1OC(=CC(C1)=O)C1=CC=C(C=C1)OCC1=NC=CC=C1 (2-(4-Morpholinyl)-6-(4-(2-pyridinylmethoxy)phenyl)-4H-pyran-4-one). Isolated yield 34.0%. Reaction SMILES: [N:1]1([C:7]2[O:8][C:9]([C:14]3[CH:19]=[CH:18][C:17]([OH:20])=[CH:16][CH:15]=3)=[CH:10][C:11](=[O:13])[CH:12]=2)[CH2:6][CH2:5][O:4][CH2:3][CH2:2]1.[H-].[Na+].Cl.[N:24]1[CH:29]=[CH:28][CH:27]=[CH:26][C:25]=1[CH2:30]Cl>CN(C)C=O>[N:1]1([C:7]2[O:8][C:9]([C:14]3[CH:19]=[CH:18][C:17]([O:20][CH2:30][C:25]4[CH:26]=[CH:27][CH:28]=[CH:29][N:24]=4)=[CH:16][CH:15]=3)=[CH:10][C:11](=[O:13])[CH:12]=2)[CH2:6][CH2:5][O:4][CH2:3][CH2:2]1 |f:1.2,3.4|. Procedure details: 2-Morpholinyl-6-(4-hydroxyphenyl)-4-pyrone, as prepared in Example 5, (273 mg, 1.0 mmole) was suspended in 6 ml dimethylformamide in a 25 ml one neck round bottom flask under nitrogen. The suspension was treated with sodium hydride suspension (192 mg, 4.0 mmole) and the reaction mixture was warmed to 55° C. for 40 minutes. The reaction was treated with 2-picolyl chloride hydrochloride (492 mg, 3.0 mmole) and the mixture was stirred 4 hours at 55° C. The reaction was poured into 50 ml 2N sodium h...